Dataset: the Open Reaction Database (ORD), a public repository of structured organic reaction records. Task: describe an organic reaction: reactants, conditions, products, and yield The reactants are COC(C(C1=CC=C(C=C1)OC\C=C\C1=CC2=CC=CC=C2C=C1)=O)=O ((E)-4-[[3-(2-naphthalenyl)-2-propenyl]oxy]-alpha-oxobenzeneacetic acid methyl ester), [OH-].[Na+] (sodium hydroxide). Run in CO (methanol), CC(=O)C (acetone). Product: C1=C(C=CC2=CC=CC=C12)/C=C/COC1=CC=C(C=C1)C(C(=O)O)=O ((E)-4-[[3-(2-naphthalenyl)-2-propenyl]oxy]-alpha-oxobenzeneacetic acid). Yield: 92.0%. Reaction SMILES: C[O:2][C:3](=[O:26])[C:4](=[O:25])[C:5]1[CH:10]=[CH:9][C:8]([O:11][CH2:12]/[CH:13]=[CH:14]/[C:15]2[CH:24]=[CH:23][C:22]3[C:17](=[CH:18][CH:19]=[CH:20][CH:21]=3)[CH:16]=2)=[CH:7][CH:6]=1.[OH-].[Na+]>CO.CC(C)=O>[CH:16]1[C:17]2[C:22](=[CH:21][CH:20]=[CH:19][CH:18]=2)[CH:23]=[CH:24][C:15]=1/[CH:14]=[CH:13]/[CH2:12][O:11][C:8]1[CH:7]=[CH:6][C:5]([C:4](=[O:25])[C:3]([OH:26])=[O:2])=[CH:10][CH:9]=1 |f:1.2|. Procedure details: A mixture of (E)-4-[[3-(2-naphthalenyl)-2-propenyl]oxy]-alpha-oxobenzeneacetic acid methyl ester (0.85 g) in methanol (20 mL), acetone (5 mL), and 0.5N sodium hydroxide (6 mL) was treated as in Example 19. Extraction with dichloromethane provided material which was crystallized from dichloromethane-hexane to give 0.75 g of colorless (E)-4-[[3-(2-naphthalenyl)-2-propenyl]oxy]-alpha-oxobenzeneacetic acid, mp 142°-143° C. Starting materials: BrC=1C=NC=2N(C1)N=CC2C#N (6-bromo-pyrazolo(1,5-A)pyrimidine-3-carbonitrile), C1(=CC=CC=C1)C#C (phenylacetylene). Yields the product C1(=CC=CC=C1)C#CC=1C=NC=2N(C1)N=CC2C#N (6-Phenylethynyl-pyrazolo[1,5-a]pyrimidine-3-carbonitrile). As a reaction SMILES: Br[C:2]1[CH:3]=[N:4][C:5]2[N:6]([N:8]=[CH:9][C:10]=2[C:11]#[N:12])[CH:7]=1.[C:13]1([C:19]#[CH:20])[CH:18]=[CH:17][CH:16]=[CH:15][CH:14]=1>>[C:13]1([C:19]#[C:20][C:2]2[CH:3]=[N:4][C:5]3[N:6]([N:8]=[CH:9][C:10]=3[C:11]#[N:12])[CH:7]=2)[CH:18]=[CH:17][CH:16]=[CH:15][CH:14]=1. Procedure: The title compound, yellow solid, MS: m/e=245.2 (M+H+), can be prepared in accordance with the general method of example 1 from 6-bromo-pyrazolo(1,5-A)pyrimidine-3-carbonitrile and phenylacetylene. The reactants are C(C1=CC=CC=C1)OC(=O)N[C@H](C(=O)N1CC(C1)C(=O)OC)CC1=CC=C(C=C1)C1=NC=C(C=N1)C1=CC=C(C=C1)OCCCCCCC ((S)-methyl 1-(2-(((benzyloxy)carbonyl)amino)-3-(4-(5-(4-(heptyloxy)phenyl)pyrimidin-2-yl)phenyl)-propanoyl)azetidine-3-carboxylate). Reagents/catalysts: [Pd] (Pd/C). Run in CO (MeOH). Product: N[C@H](C(=O)N1CC(C1)C(=O)OC)CC1=CC=C(C=C1)C1=NC=C(C=N1)C1=CC=C(C=C1)OCCCCCCC ((S)-methyl 1-(2-amino-3-(4-(5-(4-(heptyloxy)phenyl)pyrimidin-2-yl)phenyl)propanoyl)azetidine-3-carboxylate). The yield is 62.9%. Reaction SMILES: C(OC([NH:11][C@@H:12]([CH2:23][C:24]1[CH:29]=[CH:28][C:27]([C:30]2[N:35]=[CH:34][C:33]([C:36]3[CH:41]=[CH:40][C:39]([O:42][CH2:43][CH2:44][CH2:45][CH2:46][CH2:47][CH2:48][CH3:49])=[CH:38][CH:37]=3)=[CH:32][N:31]=2)=[CH:26][CH:25]=1)[C:13]([N:15]1[CH2:18][CH:17]([C:19]([O:21][CH3:22])=[O:20])[CH2:16]1)=[O:14])=O)C1C=CC=CC=1>CO.[Pd]>[NH2:11][C@@H:12]([CH2:23][C:24]1[CH:29]=[CH:28][C:27]([C:30]2[N:35]=[CH:34][C:33]([C:36]3[CH:37]=[CH:38][C:39]([O:42][CH2:43][CH2:44][CH2:45][CH2:46][CH2:47][CH2:48][CH3:49])=[CH:40][CH:41]=3)=[CH:32][N:31]=2)=[CH:26][CH:25]=1)[C:13]([N:15]1[CH2:16][CH:17]([C:19]([O:21][CH3:22])=[O:20])[CH2:18]1)=[O:14]. Reported procedure: Prepared using General Procedure 18: A solution of (S)-methyl 1-(2-(((benzyloxy)carbonyl)amino)-3-(4-(5-(4-(heptyloxy)phenyl)pyrimidin-2-yl)phenyl)-propanoyl)azetidine-3-carboxylate (1.2 g, 1.81 mmol) in MeOH (150 mL) was passed over a 10% Pd/C CatCart (55×4 mm) at 65° C. in a Thales Nanotechnology H-Cube reactor at 2.1 mL/min. The solvent was evaporated and the residue purified by column chromatography (Ammonia/MeOH/DCM) to afford 604 mg (63%) of (S)-methyl 1-(2-amino-3-(4-(5-(4-(heptyloxy)phen... Starting materials: N(=O)[O-].[Na+] (NaNO2), C(=O)(C(F)(F)F)O (TFA), C(=O)([O-])[O-].[Na+].[Na+] (Na2CO3), NC=1C(=NC(=CC1NC(OC(C)(C)C)=O)C=1C=NN(C1)C)NCC=1C=C2C=CC=NC2=CC1 (tert-Butyl 3-amino-6-(1-methyl-1H-pyrazol-4-yl)-2-(quinolin-6-ylmethylamino)pyridin-4-ylcarbamate), [OH-].[Na+] (NaOH). Run in O (H2O), O (water), C(C)(=O)O (acetic acid). Run at temperature 0 celsius, time 1 hour. Yields the product CN1N=CC(=C1)C1=CC(=C2C(=N1)N(N=N2)CC=2C=C1C=CC=NC1=CC2)N (5-(1-Methyl-1H-pyrazol-4-yl)-3-(quinolin-6-ylmethyl)-3H-[1,2,3]triazolo[4,5-b]pyridin-7-amine). Yield: 26.7%. Reaction SMILES: [NH2:1][C:2]1[C:3]([NH:22][CH2:23][C:24]2[CH:25]=[C:26]3[C:31](=[CH:32][CH:33]=2)[N:30]=[CH:29][CH:28]=[CH:27]3)=[N:4][C:5]([C:16]2[CH:17]=[N:18][N:19]([CH3:21])[CH:20]=2)=[CH:6][C:7]=1[NH:8]C(=O)OC(C)(C)C.[N:34]([O-])=O.[Na+].[OH-].[Na+].C(O)(C(F)(F)F)=O.C([O-])([O-])=O.[Na+].[Na+]>O.C(O)(=O)C>[CH3:21][N:19]1[CH:20]=[C:16]([C:5]2[N:4]=[C:3]3[N:22]([CH2:23][C:24]4[CH:25]=[C:26]5[C:31](=[CH:32][CH:33]=4)[N:30]=[CH:29][CH:28]=[CH:27]5)[N:34]=[N:1][C:2]3=[C:7]([NH2:8])[CH:6]=2)[CH:17]=[N:18]1 |f:1.2,3.4,6.7.8|. Reported procedure: tert-Butyl 3-amino-6-(1-methyl-1H-pyrazol-4-yl)-2-(quinolin-6-ylmethylamino)pyridin-4-ylcarbamate (890 mg, 2 mmol) was added to a solution of acetic acid (5 mL) and water (5 mL) at 0° C., followed by the addition of NaNO2 (300 mg, 4 mmol) in H2O (0.5 mL). The reaction was stirred at 0° C. for 1 h, then basified with 30% NaOH to pH=8. The resulting mixture was filtered to afford a solid. The solid was treated with TFA (3 mL), and then stirred at room temperature for another 0.5 h, before treated ... Starting materials: ClCCCBr, O=C([O-])[O-], CN(C)C=O, [K+], [K+], O, CCCOC(=O)c1cc2ccccc2cc1Oc1ccnc2cc(O)c(OC)cc12. Yields the product CCCOC(=O)c1cc2ccccc2cc1Oc1ccnc2cc(OCCCCl)c(OC)cc12. RXN SMILES: [Br:37][CH2:38][CH2:39][CH2:40][Cl:41].[C:31](=[O:32])([O-:33])[O-:34].[CH3:43][N:44]([CH3:45])[CH:46]=[O:47].[K+:35].[K+:36].[OH2:42].[OH:1][c:2]1[c:3]([O:29][CH3:30])[cH:4][c:5]2[c:6]([O:12][c:13]3[c:14]([C:23](=[O:24])[O:25][CH2:26][CH2:27][CH3:28])[cH:15][c:16]4[cH:17][cH:18][cH:19][cH:20][c:21]4[cH:22]3)[cH:7][cH:8][n:9][c:10]2[cH:11]1>>[O:1]([c:2]1[c:3]([O:29][CH3:30])[cH:4][c:5]2[c:6]([O:12][c:13]3[c:14]([C:23](=[O:24])[O:25][CH2:26][CH2:27][CH3:28])[cH:15][c:16]4[cH:17][cH:18][cH:19][cH:20][c:21]4[cH:22]3)[cH:7][cH:8][n:9][c:10]2[cH:11]1)[CH2:38][CH2:39][CH2:40][Cl:41]. The reactants are O1CCOC2=C1C=CC=C2C=O (2,3-Dihydro-benzo[1,4]dioxine-5-carbaldehyde), C(CC(=O)O)(=O)O (malonic acid). Yields the product O1CCOC2=C1C=CC=C2C=CC(=O)O (3-(2,3-Dihydro-benzo[1,4]dioxin-5-yl)-acrylic acid). RXN SMILES: [O:1]1[C:6]2[CH:7]=[CH:8][CH:9]=[C:10]([CH:11]=O)[C:5]=2[O:4][CH2:3][CH2:2]1.C(O)(=O)[CH2:14][C:15]([OH:17])=[O:16]>>[O:1]1[C:6]2[CH:7]=[CH:8][CH:9]=[C:10]([CH:11]=[CH:14][C:15]([OH:17])=[O:16])[C:5]=2[O:4][CH2:3][CH2:2]1. Procedure: Similar procedure as described in example 343a was used, starting from 2,3-Dihydro-benzo[1,4]dioxine-5-carbaldehyde and malonic acid to give 3-(2,3-Dihydro-benzo[1,4]dioxin-5-yl)-acrylic acid. LC-MS: m/e 207 (MH+). The reactants are FC1=CC=C(C(=O)NC2(CCCCC2)C(=O)NC2C(CN(CC2)C2=C(C=C(C=C2)F)N)O)C=C1 (4-[N-[1-[N-(4-fluorobenzoyl)amino]cyclohexanecarbonyl]amino]-1-(4-fluoro-2-aminophenyl)piperidin-3-ol), C(CCC1=CC=CC=C1)(=O)Cl (hydrocinnamoyl chloride). Product: FC1=CC=C(C(=O)NC2(CCCCC2)C(=O)NC2C(CN(CC2)C2=C(C=CC=C2)NC(CCC2=CC=CC=C2)=O)=O)C=C1 (4-[N-[1-[N-(4-fluorobenzoyl)amino]cyclohexanecarbonyl]amino]-1-[2-(3-phenylpropionylamino)phenyl]piperidin-3-one). As a reaction SMILES: [F:1][C:2]1[CH:34]=[CH:33][C:5]([C:6]([NH:8][C:9]2([C:15]([NH:17][CH:18]3[CH2:23][CH2:22][N:21]([C:24]4[CH:29]=[CH:28][C:27](F)=[CH:26][C:25]=4[NH2:31])[CH2:20][CH:19]3[OH:32])=[O:16])[CH2:14][CH2:13][CH2:12][CH2:11][CH2:10]2)=[O:7])=[CH:4][CH:3]=1.[C:35](Cl)(=[O:44])[CH2:36][CH2:37][C:38]1[CH:43]=[CH:42][CH:41]=[CH:40][CH:39]=1>>[F:1][C:2]1[CH:3]=[CH:4][C:5]([C:6]([NH:8][C:9]2([C:15]([NH:17][CH:18]3[CH2:23][CH2:22][N:21]([C:24]4[CH:29]=[CH:28][CH:27]=[CH:26][C:25]=4[NH:31][C:35](=[O:44])[CH2:36][CH2:37][C:38]4[CH:43]=[CH:42][CH:41]=[CH:40][CH:39]=4)[CH2:20][C:19]3=[O:32])=[O:16])[CH2:14][CH2:13][CH2:12][CH2:11][CH2:10]2)=[O:7])=[CH:33][CH:34]=1. Procedure: In accordance with the same procedure as in Example 87, except that 4-[N-[1-[N-(4-fluorobenzoyl)amino]cyclohexanecarbonyl]amino]-1-(4-fluoro-2-aminophenyl)piperidin-3-ol was used instead of 4-[N-[1-[N-(furan-2-ylcarbonyl)amino]cyclohexanecarbonyl]amino]-1-(4-fluoro-2-aminophenyl)piperidin-3-ol and hydrocinnamoyl chloride was used instead of methoxyacetyl chloride in Step 3 thereof, 671 mg of the titled compound was prepared.